This data is from the Open Reaction Database (ORD), a public repository of structured organic reaction records. The task is: describe an organic reaction: reactants, conditions, products, and yield Starting materials: C(C)(C)NCCCOC1=C(C=C(C=C1)OCCCC)CC=C (N-isopropyl-3-(2-allyl-4-butoxy-phenoxy)propylamine), Cl (hydrogen chloride). Reagents/catalysts: [Pd] (palladium on carbon). Run in CCOCC (ether), C(C)O (ethanol). Reaction conditions: time 8 hour. Product: C(C)(C)NCCCOC1=C(C=C(C=C1)OCCCC)CCC (N-isopropyl-3-(4-butoxy-2-propylphenoxy)propylamine). Yield: 66.6%. As a reaction SMILES: [CH:1]([NH:4][CH2:5][CH2:6][CH2:7][O:8][C:9]1[CH:14]=[CH:13][C:12]([O:15][CH2:16][CH2:17][CH2:18][CH3:19])=[CH:11][C:10]=1[CH2:20][CH:21]=[CH2:22])([CH3:3])[CH3:2].Cl>C(O)C.[Pd].CCOCC>[CH:1]([NH:4][CH2:5][CH2:6][CH2:7][O:8][C:9]1[CH:14]=[CH:13][C:12]([O:15][CH2:16][CH2:17][CH2:18][CH3:19])=[CH:11][C:10]=1[CH2:20][CH2:21][CH3:22])([CH3:3])[CH3:2]. Reported procedure: A solution of N-isopropyl-3-(2-allyl-4-butoxy-phenoxy)propylamine (404 mg) in ethanol (15 ml) was hydrogenated at ambient temperature and pressure for 8 hours using a catalyst of palladium on carbon (10% w/w, 80 mg). The catalyst was removed by filtration and the filtrate evaporated to give a yellow oil. The oil was purified by flash column chromatography on silica gel (Merck Art No 9385) using a 70:30:1 mixture of ethyl acetate, hexane and triethylamine to give an oil. The oil was dissolved in ... Reagents/catalysts: [Pd] (Pd/C). The solvent is C(C)O (ethanol). As a reaction SMILES: [OH:1][CH2:2][CH2:3][CH2:4][C:5]#[C:6][C:7]1[CH:12]=[CH:11][CH:10]=[CH:9][C:8]=1[C:13]#[C:14][CH2:15][CH2:16][CH2:17][OH:18]>C(O)C.[Pd]>[OH:1][CH2:2][CH2:3][CH2:4][CH2:5][CH2:6][C:7]1[CH:12]=[CH:11][CH:10]=[CH:9][C:8]=1[CH2:13][CH2:14][CH2:15][CH2:16][CH2:17][OH:18]. Isolated yield 91.4%. Yields the product OCCCCCC1=C(C=CC=C1)CCCCCO (5-[2-(5-hydroxy-pentyl)-phenyl]-pentan-1-ol). Procedure details: 5-[2-(5-Hydroxy-pent-1-ynyl)-phenyl]-pent-4-yn-1-ol (2.70 g, 11.14 mmol) was dissolved in ethanol (30 mL) and 10% Pd/C (2.5% w/w) was added. The resulting mixture was hydrogenated on a Parr hydrogenation apparatus (45 psi) for 4 hrs. The catalyst was removed by filtration through a Celite pad. The filter cake was rinsed with methanol, and the combined organic liquors were concentrated under reduced pressure. The crude product was purified by column chromatography (chloroform:methanol 20:1) to af... Starting materials: OCCCC#CC1=C(C=CC=C1)C#CCCCO (5-[2-(5-Hydroxy-pent-1-ynyl)-phenyl]-pent-4-yn-1-ol). Run at time 4 hour. The reactants are C(C)OC(CN(CP(=O)(OC1=CC=CC=C1)OC1=CC=CC=C1)C(=O)SCC1=CC=CC=C1)=O (ethyl-N-[(benzylthio)carbonyl]-N-[bis(phenoxy)phosphinylmethyl]-glycinate), ClC1=CC(=CC=C1)C(=O)OO (metachloroperbenzoic acid). Run in C(Cl)Cl (methylene chloride), C(Cl)Cl (methylene chloride). Reaction conditions: temperature 25 celsius, time 1 hour. Product: C(C)OC(CN(CP(=O)(OC1=CC=CC=C1)OC1=CC=CC=C1)C(=O)S(=O)CC1=CC=CC=C1)=O (ethyl-N-[(benzylsulfinyl)carbonyl]-N-[bis-(phenoxy)phosphinylmethyl]-glycinate). As a reaction SMILES: [CH2:1]([O:3][C:4](=[O:34])[CH2:5][N:6]([C:24]([S:26][CH2:27][C:28]1[CH:33]=[CH:32][CH:31]=[CH:30][CH:29]=1)=[O:25])[CH2:7][P:8]([O:17][C:18]1[CH:23]=[CH:22][CH:21]=[CH:20][CH:19]=1)([O:10][C:11]1[CH:16]=[CH:15][CH:14]=[CH:13][CH:12]=1)=[O:9])[CH3:2].ClC1C=CC=C(C(OO)=[O:43])C=1>C(Cl)Cl>[CH2:1]([O:3][C:4](=[O:34])[CH2:5][N:6]([C:24]([S:26]([CH2:27][C:28]1[CH:33]=[CH:32][CH:31]=[CH:30][CH:29]=1)=[O:43])=[O:25])[CH2:7][P:8]([O:10][C:11]1[CH:12]=[CH:13][CH:14]=[CH:15][CH:16]=1)([O:17][C:18]1[CH:19]=[CH:20][CH:21]=[CH:22][CH:23]=1)=[O:9])[CH3:2]. Procedure: To a solution of ethyl-N-[(benzylthio)carbonyl]-N-[bis(phenoxy)phosphinylmethyl]-glycinate (1.0 g.; 0.002 mol.) dissolved in 10 ml. of methylene chloride at 0° C. was slowly added a solution of metachloroperbenzoic acid (0.4 g.; B 0.002 mol.) dissolved in 100 ml. of methylene chloride. The reaction mixture was stirred for one hour and allowed to gradually warm to 25° C. The mixture was washed with 5% sodium hydroxide, dried, then concentrated in vacuo. The resulting oil was extracted into hot pe...